describe an organic reaction: reactants, conditions, products, and yield From a dataset of the Open Reaction Database (ORD), a public repository of structured organic reaction records. Starting materials: COC(=O)C1=NN(C(=C1)C(=O)OC)CC1=CC=C(C=C1)OC (1-(4-methoxy-benzyl)-1H-pyrazole-3,5-dicarboxylic acid dimethyl ester), O1CCOCC1 (1,4-dioxane), S(O)(O)(=O)=O (Sulfuric acid). Run in O (water), O (water). Conditions: temperature 65 celsius, time 2 day. Product: COC(=O)C1=CC(=NN1CC1=CC=C(C=C1)OC)C(=O)O (1-(4-methoxy-benzyl)-1H-pyrazole-3,5-dicarboxylic acid 5-methyl ester). As a reaction SMILES: C[O:2][C:3]([C:5]1[CH:9]=[C:8]([C:10]([O:12][CH3:13])=[O:11])[N:7]([CH2:14][C:15]2[CH:20]=[CH:19][C:18]([O:21][CH3:22])=[CH:17][CH:16]=2)[N:6]=1)=[O:4].O1CCOCC1.S(=O)(=O)(O)O>O>[CH3:13][O:12][C:10]([C:8]1[N:7]([CH2:14][C:15]2[CH:20]=[CH:19][C:18]([O:21][CH3:22])=[CH:17][CH:16]=2)[N:6]=[C:5]([C:3]([OH:4])=[O:2])[CH:9]=1)=[O:11]. Procedure: In a round bottom flask, 1-(4-methoxy-benzyl)-1H-pyrazole-3,5-dicarboxylic acid dimethyl ester (104, 28.5 g, 93.6 mmol) was combined with 100 mL of water and 20 mL of 1,4-dioxane. Sulfuric acid (5.5 mL, 100 mmol) and 2.0 mL of water were added and the reaction was stirred for 2 days at 60-70° C. The reaction was concentrated under vacuum until a precipitate formed. The solid was collected by filtration and washed with cold water several times to provide the desired compound. 1H NMR was consisten... Reactants: [H-].[Na+] (sodium hydride), N1=CNC2=C1C=CC=C2 (Benzimidazole), FC1=C(C#N)C=CC=C1 (2-fluorobenzonitrile). Solvent: O (water), CN(C=O)C (dimethylformamide). Reaction conditions: temperature 50 celsius, time 18 hour. The product is N1(C=NC2=C1C=CC=C2)C2=C(C#N)C=CC=C2 (2-(1H-benzo[d]imidazol-1-yl)benzonitrile). Reaction SMILES: [N:1]1[C:5]2[CH:6]=[CH:7][CH:8]=[CH:9][C:4]=2[NH:3][CH:2]=1.[H-].[Na+].F[C:13]1[CH:20]=[CH:19][CH:18]=[CH:17][C:14]=1[C:15]#[N:16]>CN(C)C=O.O>[N:1]1([C:13]2[CH:20]=[CH:19][CH:18]=[CH:17][C:14]=2[C:15]#[N:16])[C:5]2[CH:6]=[CH:7][CH:8]=[CH:9][C:4]=2[N:3]=[CH:2]1 |f:1.2|. Procedure: Benzimidazole (2.00 grams, 16.9 mmol) was dissolved in 30 mL of anhydrous dimethylformamide. To this was added sodium hydride (0.68 grams 60%, 16.9 mmol). This was stirred at ambient temperature for 30 min. before addition of 1.80 mL (16.9 mmol) of 2-fluorobenzonitrile. The reaction was stirred at 50° C. for 18 hours after which time the mixture was cooled in an ice-water bath and diluted with 100 mL of water. The product was extracted with ethyl acetate. The organic layer was washed with water,...